Dataset: the Open Reaction Database (ORD), a public repository of structured organic reaction records. Task: describe an organic reaction: reactants, conditions, products, and yield The reactants are C(=O)(O)C1=CC=C(OCCCCCCCC2=CC(=NO2)C)C=C1 (5-[7-(4-carboxyphenoxy)heptyl]-3-methylisoxazole), C(CC)O (n-propyl alcohol). Product: C(CC)OC(=O)C1=CC=C(OCCCCCCCC2=CC(=NO2)C)C=C1 (5-[7-(4-Propyloxycarbonylphenoxy)heptyl]-3-methylisoxazole). RXN SMILES: [C:1]([C:4]1[CH:23]=[CH:22][C:7]([O:8][CH2:9][CH2:10][CH2:11][CH2:12][CH2:13][CH2:14][CH2:15][C:16]2[O:20][N:19]=[C:18]([CH3:21])[CH:17]=2)=[CH:6][CH:5]=1)([OH:3])=[O:2].[CH2:24](O)[CH2:25][CH3:26]>>[CH2:24]([O:2][C:1]([C:4]1[CH:5]=[CH:6][C:7]([O:8][CH2:9][CH2:10][CH2:11][CH2:12][CH2:13][CH2:14][CH2:15][C:16]2[O:20][N:19]=[C:18]([CH3:21])[CH:17]=2)=[CH:22][CH:23]=1)=[O:3])[CH2:25][CH3:26]. Reported procedure: [I; R is CH3, n is 7, X is O, Ar is 4--CH3 (CH2)2OOCC6H4 ], m.p. 54° C., from 5-[7-(4-carboxyphenoxy)heptyl]-3-methylisoxazole (Example 16) and n-propyl alcohol; MIC vs. rhinovirus Type 2 in vitro=0.07 μg/ml.